Dataset: the Open Reaction Database (ORD), a public repository of structured organic reaction records. Task: describe an organic reaction: reactants, conditions, products, and yield Reactants: BrC=1C=C(C=NC1C#N)N[C@H]1[C@H](CCCC1)NC(OC(C)(C)C)=O (tert-butyl {(1S,2R)-2-[(5-bromo-6-cyanopyridin-3-yl)amino]cyclohexyl}carbamate), NC1=CC=CC(=N1)CN1CCN(CC1)C(=O)OC(C)(C)C (tert-butyl 4-[(6-aminopyridin-2-yl)methyl]piperazine-1-carboxylate), C1(CCCCC1)P(C1=C(C=CC=C1)C1=C(C=C(C=C1C(C)C)C(C)C)C(C)C)C1CCCCC1 (2-dicyclohexylphosphino-2′,4′,6′-triisopropylbiphenyl), C([O-])([O-])=O.[Cs+].[Cs+] (cesium carbonate). Reagents/catalysts: C=1C=CC(=CC1)/C=C/C(=O)/C=C/C2=CC=CC=C2.C=1C=CC(=CC1)/C=C/C(=O)/C=C/C2=CC=CC=C2.C=1C=CC(=CC1)/C=C/C(=O)/C=C/C2=CC=CC=C2.[Pd].[Pd] (Pd2(dba)3). Conditions: temperature 100 celsius, time 16 hour. Yields the product C(C)(C)(C)OC(=O)N[C@@H]1[C@@H](CCCC1)NC=1C=C(C(=NC1)C#N)NC1=CC=CC(=N1)CN1CCN(CC1)C(=O)OC(C)(C)C (tert-butyl 4-[(6-{[5-({(1R,2S)-2-[(tert-butoxycarbonyl)amino]cyclohexyl}amino)-2-cyanopyridin-3-yl]amino}pyridin-2-yl)methyl]piperazine-1-carboxylate). As a reaction SMILES: Br[C:2]1[CH:3]=[C:4]([NH:10][C@@H:11]2[CH2:16][CH2:15][CH2:14][CH2:13][C@@H:12]2[NH:17][C:18](=[O:24])[O:19][C:20]([CH3:23])([CH3:22])[CH3:21])[CH:5]=[N:6][C:7]=1[C:8]#[N:9].[NH2:25][C:26]1[N:31]=[C:30]([CH2:32][N:33]2[CH2:38][CH2:37][N:36]([C:39]([O:41][C:42]([CH3:45])([CH3:44])[CH3:43])=[O:40])[CH2:35][CH2:34]2)[CH:29]=[CH:28][CH:27]=1.C1(P(C2CCCCC2)C2C=CC=CC=2C2C(C(C)C)=CC(C(C)C)=CC=2C(C)C)CCCCC1.C(=O)([O-])[O-].[Cs+].[Cs+]>C1C=CC(/C=C/C(/C=C/C2C=CC=CC=2)=O)=CC=1.C1C=CC(/C=C/C(/C=C/C2C=CC=CC=2)=O)=CC=1.C1C=CC(/C=C/C(/C=C/C2C=CC=CC=2)=O)=CC=1.[Pd].[Pd]>[C:20]([O:19][C:18]([NH:17][C@H:12]1[CH2:13][CH2:14][CH2:15][CH2:16][C@H:11]1[NH:10][C:4]1[CH:3]=[C:2]([NH:25][C:26]2[N:31]=[C:30]([CH2:32][N:33]3[CH2:38][CH2:37][N:36]([C:39]([O:41][C:42]([CH3:45])([CH3:44])[CH3:43])=[O:40])[CH2:35][CH2:34]3)[CH:29]=[CH:28][CH:27]=2)[C:7]([C:8]#[N:9])=[N:6][CH:5]=1)=[O:24])([CH3:23])([CH3:22])[CH3:21] |f:3.4.5,6.7.8.9.10|. Procedure details: To a flask containing tert-butyl {(1S,2R)-2-[(5-bromo-6-cyanopyridin-3-yl)amino]cyclohexyl}carbamate (PrepEx 1.1) (120 mg, 0.30 mmol), tert-butyl 4-[(6-aminopyridin-2-yl)methyl]piperazine-1-carboxylate (89 mg, 0.30 mmol), 2-dicyclohexylphosphino-2′,4′,6′-triisopropylbiphenyl (29 mg, 0.061 mmol), Pd2(dba)3 (28 mg, 0.031 mmol) and cesium carbonate (198 mg, 0.609 mmol) was added degassed dioxane (3 mL), and the reaction mixture was heated to 100° C. After 16 hours, the reaction mixture was cooled t... Conditions: temperature 150 celsius, time 3 hour. Starting materials: C(Cl)(Cl)Cl (chloroform), BrCC1CC=2C(=C3C=CC(NC3=C(C2)C)=O)O1 (2-bromomethyl-5-methyl-2,3,6,7-tetrahydrofuro-[2,3-f]quinoline-7-one), C[C@@H](C1=CC=CC2=CC=CC=C21)N (S-(-)-1-(1-naphthyl)ethylamine), C(Cl)(Cl)Cl (chloroform). Reaction SMILES: Br[CH2:2][CH:3]1[O:17][C:6]2=[C:7]3[C:12](=[C:13]([CH3:15])[CH:14]=[C:5]2[CH2:4]1)[NH:11][C:10](=[O:16])[CH:9]=[CH:8]3.[CH3:18][C@H:19]([NH2:30])[C:20]1[C:29]2[C:24](=[CH:25][CH:26]=[CH:27][CH:28]=2)[CH:23]=[CH:22][CH:21]=1.C(Cl)(Cl)Cl>CO>[CH3:15][C:13]1[CH:14]=[C:5]2[CH2:4][CH:3]([CH2:2][NH:30][CH:19]([C:20]3[C:29]4[C:24](=[CH:25][CH:26]=[CH:27][CH:28]=4)[CH:23]=[CH:22][CH:21]=3)[CH3:18])[O:17][C:6]2=[C:7]2[C:12]=1[NH:11][C:10](=[O:16])[CH:9]=[CH:8]2. The product is CC=1C=C2C(=C3C=CC(NC13)=O)OC(C2)CNC(C)C2=CC=CC1=CC=CC=C21 (5-Methyl-2-(1-α-naphthylethylamino)methyl-2,3,6,7-tetrahydrofuro-[2,3-f]quinoline-7-one), powder. Isolated yield 27.6%. Procedure details: A mixture of 2-bromomethyl-5-methyl-2,3,6,7-tetrahydrofuro-[2,3-f]quinoline-7-one (1.48 g, 5.04 mmol) and S-(-)-1-(1-naphthyl)ethylamine (1.75 g, 10.2 mmol) was stirred in a hot bath at 150° C. for 3 hours. The reaction product was subjected to silica gel column chromatography (developer=chloroform: methanol=50:1) to obtain 1.78 g (91.9%) of a crude target material as a mixture of 2 types of diastereomers which are different at the position C-2. This product was further subjected to silica gel c... Run in CO (methanol), CO (methanol). The reactants are COC(N[C@@H](C(C)C)C(=O)N1CC2(OCCO2)C[C@H]1C=1NC=C(N1)C1=CC=C(C=C1)Br)=O (((S)-1-{(S)-8-[4-(4-bromo-phenyl)-1H-imidazol-2-yl]-1,4-dioxa-7-aza-spiro[4.4]nonane-7-carbonyl}-2-methyl-propyl)-carbamic acid methyl ester), C(C)(C)(C)OC(NC1=CC(=C(C=C1)B1OC(C(O1)(C)C)(C)C)OC(F)(F)F)=O ([4-(4,4,5,5-tetramethyl-[1,3,2]dioxaborolan-2-yl)-3-trifluoromethoxy-phenyl]-carbamic acid tert-butyl ester), C([O-])([O-])=O.[Na+].[Na+] (sodium carbonate), C(C)(=O)OCC (Ethyl acetate). The reagents and catalysts are [Pd].C1(=CC=CC=C1)P(C1=CC=CC=C1)C1=CC=CC=C1.C1(=CC=CC=C1)P(C1=CC=CC=C1)C1=CC=CC=C1.C1(=CC=CC=C1)P(C1=CC=CC=C1)C1=CC=CC=C1.C1(=CC=CC=C1)P(C1=CC=CC=C1)C1=CC=CC=C1 (tetrakis(triphenylphosphine)-palladium(0)). The solvent is O1CCOCC1 (dioxane), O (water). The product is C(C)(C)(C)OC(NC1=CC(=C(C=C1)C1=CC=C(C=C1)C=1N=C(NC1)[C@H]1N(CC2(OCCO2)C1)C([C@H](C(C)C)NC(=O)OC)=O)OC(F)(F)F)=O ((4′-{2-[(S)-7-((S)-2-Methoxycarbonylamino-3-methyl-butyryl)-1,4-dioxa-7-aza-spiro[4.4]non-8-yl]-1H-imidazol-4-yl}-2-trifluoromethoxy-biphenyl-4-yl)-carbamic acid tert-butyl ester). Yield: 133.9%. Reaction SMILES: [CH3:1][O:2][C:3](=[O:32])[NH:4][C@H:5]([C:9]([N:11]1[C@H:19]([C:20]2[NH:21][CH:22]=[C:23]([C:25]3[CH:30]=[CH:29][C:28](Br)=[CH:27][CH:26]=3)[N:24]=2)[CH2:18][C:13]2([O:17][CH2:16][CH2:15][O:14]2)[CH2:12]1)=[O:10])[CH:6]([CH3:8])[CH3:7].[C:33]([O:37][C:38](=[O:60])[NH:39][C:40]1[CH:45]=[CH:44][C:43](B2OC(C)(C)C(C)(C)O2)=[C:42]([O:55][C:56]([F:59])([F:58])[F:57])[CH:41]=1)([CH3:36])([CH3:35])[CH3:34].C(=O)([O-])[O-].[Na+].[Na+].C(OCC)(=O)C>O1CCOCC1.O.[Pd].C1(P(C2C=CC=CC=2)C2C=CC=CC=2)C=CC=CC=1.C1(P(C2C=CC=CC=2)C2C=CC=CC=2)C=CC=CC=1.C1(P(C2C=CC=CC=2)C2C=CC=CC=2)C=CC=CC=1.C1(P(C2C=CC=CC=2)C2C=CC=CC=2)C=CC=CC=1>[C:33]([O:37][C:38](=[O:60])[NH:39][C:40]1[CH:45]=[CH:44][C:43]([C:28]2[CH:29]=[CH:30][C:25]([C:23]3[N:24]=[C:20]([C@@H:19]4[CH2:18][C:13]5([O:17][CH2:16][CH2:15][O:14]5)[CH2:12][N:11]4[C:9](=[O:10])[C@@H:5]([NH:4][C:3]([O:2][CH3:1])=[O:32])[CH:6]([CH3:8])[CH3:7])[NH:21][CH:22]=3)=[CH:26][CH:27]=2)=[C:42]([O:55][C:56]([F:58])([F:59])[F:57])[CH:41]=1)([CH3:36])([CH3:34])[CH3:35] |f:2.3.4,8.9.10.11.12|. Procedure: To a solution of ((S)-1-{(S)-8-[4-(4-bromo-phenyl)-1H-imidazol-2-yl]-1,4-dioxa-7-aza-spiro[4.4]nonane-7-carbonyl}-2-methyl-propyl)-carbamic acid methyl ester (350 mg, 0.69 mmol) in dioxane (8 mL) and water (4 mL) was added [4-(4,4,5,5-tetramethyl-[1,3,2]dioxaborolan-2-yl)-3-trifluoromethoxy-phenyl]-carbamic acid tert-butyl ester (334 mg, 0.83 mmol), sodium carbonate (148 mg, 1.4 mmol), and tetrakis(triphenylphosphine)-palladium(0) (81 mg, 0.07 mmol). The reaction mixture was stirred at reflux fo...